Dataset: the Open Reaction Database (ORD), a public repository of structured organic reaction records. Task: describe an organic reaction: reactants, conditions, products, and yield The product is C1(=CC=CC=C1)C1=NC(=NC(=N1)C1=CC=CC=C1)C1=C(C=C(C(=C1)Cl)OCCCCCC)O (4,6-Diphenyl-2-(5-chloro-4-hexyloxy-2-hydroxyphenyl)-s-triazine), solid. Procedure: To a 350 mL sulfonation flask equipped with a mechanical stirrer, condenser, dropping funnel and a nitrogen atmosphere are charged 26.3 g (70 mmol) of the product of Example 54, 10.6 g (77 mmol) of potassium carbonate, 50 mg of potassium iodide, and 50 mL of 2-ethoxyethanol. The suspension is warmed to 110° C., and 10.8 g (77 mmol) of 1-bromohexane are added dropwise over 30 minutes. After 8 hours, the reaction mixture is cooled to room temperature, the precipitate is removed by filtration, wash... As a reaction SMILES: [Cl:1][C:2]1[C:3]([OH:27])=[CH:4][C:5]([OH:26])=[C:6]([C:8]2[N:13]=[C:12]([C:14]3[CH:19]=[CH:18][CH:17]=[CH:16][CH:15]=3)[N:11]=[C:10]([C:20]3[CH:25]=[CH:24][CH:23]=[CH:22][CH:21]=3)[N:9]=2)[CH:7]=1.C(=O)([O-])[O-].[K+].[K+].[I-].[K+].Br[CH2:37][CH2:38][CH2:39][CH2:40][CH2:41][CH3:42]>C(OCCO)C>[C:14]1([C:12]2[N:11]=[C:10]([C:20]3[CH:21]=[CH:22][CH:23]=[CH:24][CH:25]=3)[N:9]=[C:8]([C:6]3[CH:7]=[C:2]([Cl:1])[C:3]([O:27][CH2:37][CH2:38][CH2:39][CH2:40][CH2:41][CH3:42])=[CH:4][C:5]=3[OH:26])[N:13]=2)[CH:15]=[CH:16][CH:17]=[CH:18][CH:19]=1 |f:1.2.3,4.5|. Reactants: BrCCCCCC (1-bromohexane), ClC=1C(=CC(=C(C1)C1=NC(=NC(=N1)C1=CC=CC=C1)C1=CC=CC=C1)O)O (2-(5-Chloro-2,4-dihydroxyphenyl)-4,6-diphenyl-s-triazine), C([O-])([O-])=O.[K+].[K+] (potassium carbonate), [I-].[K+] (potassium iodide). Run at temperature 110 celsius, time 8 hour. The solvent is C(C)OCCO (2-ethoxyethanol). Reactants: C(C)(C)(C)P(C(C)(C)C)C(C)(C)C (tri(tert-butyl)phosphine), BrC1=CC=C(C=C1)C=1C2=CC=CC=C2C(=C2C=CC=CC12)C1=CC=CC=C1 (9-(4-bromophenyl)-10-phenylanthracene), C1=CC=C(C=2OC3=C(C21)C=CC=C3)C=3C=CC=2NC1=CC=C(C=C1C2C3)C3=CC=CC2=C3OC3=C2C=CC=C3 (3,6-bis(dibenzofuran-4-yl)-9H-carbazole), CC(C)([O-])C.[Na+] (sodium tert-butoxide). The reagents and catalysts are C=1C=CC(=CC1)/C=C/C(=O)/C=C/C2=CC=CC=C2.C=1C=CC(=CC1)/C=C/C(=O)/C=C/C2=CC=CC=C2.[Pd] (bis(dibenzylideneacetone)palladium(0)). The solvent is CCCCCC (hexane), C1(=CC=CC=C1)C (toluene), C1(=CC=CC=C1)C (toluene). Yields the product C1=CC=C(C=2OC3=C(C21)C=CC=C3)C=3C=CC=2N(C1=CC=C(C=C1C2C3)C3=CC=CC2=C3OC3=C2C=CC=C3)C3=CC=C(C=C3)C=3C2=CC=CC=C2C(=C2C=CC=CC32)C3=CC=CC=C3 (3,6-Bis(dibenzofuran-4-yl)-9-[4-(10-phenyl-9-anthryl)phenyl]-9H-carbazole). The yield is 59.0%. Reaction SMILES: Br[C:2]1[CH:7]=[CH:6][C:5]([C:8]2[C:9]3[C:14]([C:15]([C:22]4[CH:27]=[CH:26][CH:25]=[CH:24][CH:23]=4)=[C:16]4[C:21]=2[CH:20]=[CH:19][CH:18]=[CH:17]4)=[CH:13][CH:12]=[CH:11][CH:10]=3)=[CH:4][CH:3]=1.[CH:28]1[C:36]2[C:35]3[CH:37]=[CH:38][CH:39]=[CH:40][C:34]=3[O:33][C:32]=2[C:31]([C:41]2[CH:42]=[CH:43][C:44]3[NH:45][C:46]4[C:51]([C:52]=3[CH:53]=2)=[CH:50][C:49]([C:54]2[C:59]3[O:60][C:61]5[CH:66]=[CH:65][CH:64]=[CH:63][C:62]=5[C:58]=3[CH:57]=[CH:56][CH:55]=2)=[CH:48][CH:47]=4)=[CH:30][CH:29]=1.CC(C)([O-])C.[Na+].C(P(C(C)(C)C)C(C)(C)C)(C)(C)C>C1C=CC(/C=C/C(/C=C/C2C=CC=CC=2)=O)=CC=1.C1C=CC(/C=C/C(/C=C/C2C=CC=CC=2)=O)=CC=1.[Pd].C1(C)C=CC=CC=1.CCCCCC>[CH:28]1[C:36]2[C:35]3[CH:37]=[CH:38][CH:39]=[CH:40][C:34]=3[O:33][C:32]=2[C:31]([C:41]2[CH:42]=[CH:43][C:44]3[N:45]([C:2]4[CH:3]=[CH:4][C:5]([C:8]5[C:21]6[C:16]([C:15]([C:22]7[CH:27]=[CH:26][CH:25]=[CH:24][CH:23]=7)=[C:14]7[C:9]=5[CH:10]=[CH:11][CH:12]=[CH:13]7)=[CH:17][CH:18]=[CH:19][CH:20]=6)=[CH:6][CH:7]=4)[C:46]4[C:51]([C:52]=3[CH:53]=2)=[CH:50][C:49]([C:54]2[C:59]3[O:60][C:61]5[CH:66]=[CH:65][CH:64]=[CH:63][C:62]=5[C:58]=3[CH:57]=[CH:56][CH:55]=2)=[CH:48][CH:47]=4)=[CH:30][CH:29]=1 |f:2.3,5.6.7|. Procedure: To a 100-mL three-neck flask were added 0.99 g (2.4 mmol) of 9-(4-bromophenyl)-10-phenylanthracene, 1.2 g (2.4 mmol) of 3,6-bis(dibenzofuran-4-yl)-9H-carbazole, and 0.62 g (6.4 mmol) of sodium tert-butoxide. After the air in the flask was replaced with nitrogen, to this mixture were added 20 mL of toluene and 0.2 mL of tri(tert-butyl)phosphine (a 10 wt % hexane solution). This mixture was degassed by being stirred while the pressure was reduced. After the degassing, 62 mg (0.11 mmol) of bis(dibe... Starting materials: Cl.C(CCC)C=1N(C(=CN1)\C=C\1/NC(N(C1=O)CCCC)=O)CC1=CC=C(C(=O)OC)C=C1 (methyl Z-4-[[2-butyl-5-[(1-butyl-2,5-dioxo-4-imidazolidinylidene)methyl]-1H-imidazol-1-yl]methyl]benzoate hydrochloride), C(=O)([O-])[O-].[K+].[K+] (K2CO3), Cl (HCl), Cl.CC=1SC=C(N1)CCl (2-methyl-4-(chloromethyl)thiazole hydrochloride). Solvent: CN(C)C=O (DMF), CN(C)C=O (DMF), CCOCC (ether). Run at time 30 minute. Product: Cl.Cl.C(CCC)C=1N(C(=CN1)\C=C\1/N(C(N(C1=O)CCCC)=O)CC=1N=C(SC1)C)CC1=CC=C(C(=O)OC)C=C1 (Methyl Z-4-[[2-butyl-5-[[1-butyl-3-[(2-methyl-4-thiazolyl)methyl]-2,5-dioxo-4-imidazolidinylidene]methyl]-1H-imidazol-1-yl]methyl]benzoate dihydrochloride). As a reaction SMILES: [ClH:1].[CH2:2]([C:6]1[N:7]([CH2:23][C:24]2[CH:33]=[CH:32][C:27]([C:28]([O:30][CH3:31])=[O:29])=[CH:26][CH:25]=2)[C:8](/[CH:11]=[C:12]2\[NH:13][C:14](=[O:22])[N:15]([CH2:18][CH2:19][CH2:20][CH3:21])[C:16]\2=[O:17])=[CH:9][N:10]=1)[CH2:3][CH2:4][CH3:5].C([O-])([O-])=O.[K+].[K+].Cl.[CH3:41][C:42]1[S:43][CH:44]=[C:45]([CH2:47][Cl:48])[N:46]=1.Cl>CN(C=O)C.CCOCC>[ClH:48].[ClH:1].[CH2:2]([C:6]1[N:7]([CH2:23][C:24]2[CH:33]=[CH:32][C:27]([C:28]([O:30][CH3:31])=[O:29])=[CH:26][CH:25]=2)[C:8](/[CH:11]=[C:12]2\[N:13]([CH2:47][C:45]3[N:46]=[C:42]([CH3:41])[S:43][CH:44]=3)[C:14](=[O:22])[N:15]([CH2:18][CH2:19][CH2:20][CH3:21])[C:16]\2=[O:17])=[CH:9][N:10]=1)[CH2:3][CH2:4][CH3:5] |f:0.1,2.3.4,5.6,10.11.12|. Procedure: To a solution of methyl Z-4-[[2-butyl-5-[(1-butyl-2,5-dioxo-4-imidazolidinylidene)methyl]-1H-imidazol-1-yl]methyl]benzoate hydrochloride (0.474 g, 1.0 mmol) in DMF (5 mL) is added K2CO3 (2.0 g, 15 mmol). After stirring for 5 minutes 2-methyl-4-(chloromethyl)thiazole hydrochloride (0.184 g, 1.0 mmol) is added. An additional amount of DMF (10 mL) is added after stirring for 30 minutes. The mixture is stirred for 5 days and then filtered. The filtrate is concentrated in vacuo and dissolved in ether... The reactants are CC([O-])CC.[Al+3].CC([O-])CC.CC([O-])CC (aluminum sec-butoxide), C(C)OC(CC(C)=O)=O (3-oxobutanoic acid ethyl ester), C(CCCC)O (1-pentanol), Cl (hydrochloric acid), CC([O-])CC.[Al+3].CC([O-])CC.CC([O-])CC (aluminum sec-butoxide). Run in C(CCCC)O.C(C)OCC(C)O (1-pentanol 1-ethoxy-2-propanol). Yields the product C(CCCC)O (1-pentanol), C(C)OCC(C)O (1-ethoxy-2-propanol). As a reaction SMILES: CC(CC)[O-:3].[Al+3].CC(CC)[O-].CC(CC)[O-].[CH2:17]([O:19][C:20](=O)[CH2:21][C:22](=O)C)[CH3:18].[CH2:26]([OH:31])[CH2:27][CH2:28][CH2:29][CH3:30].Cl>C(O)CCCC.C(OCC(O)C)C>[CH2:26]([OH:31])[CH2:27][CH2:28][CH2:29][CH3:30].[CH2:17]([O:19][CH2:20][CH:21]([OH:3])[CH3:22])[CH3:18] |f:0.1.2.3,7.8|. Procedure: First, 24.6 g of aluminum sec-butoxide (ASBD, manufactured by Kawaken Fine Chemicals Co., Ltd.), 6.51 g of 3-oxobutanoic acid ethyl ester, and 1-pentanol were mixed. The mixture displayed a white turbidity at first and stirred to form uniform solution. After 0.01 M dilute hydrochloric acid was dissolved in a 1-pentanol/1-ethoxy-2-propanol mixed solvent, the resulting solution was slowly added to the aluminum sec-butoxide solution. The mixture was stirred for some time. The solvent was adjusted t... Solvent: O (water), O (water). Product: S(=O)(=O)([O-])[O-].[Al+3].S(=O)(=O)([O-])[O-].S(=O)(=O)([O-])[O-].[Al+3] (aluminum sulfate). Procedure details: This example shows the formation of an alumina using gluconic acid, a mono-carboxylic acid, as an additive and serves as a comparison for example 2 which contains citric acid, a polycarboxylic acid. 20.25 gallons of water were heated to 125° C. 130 grams of NaOH and 2250 grams of sodium aluminate having a 1.14 molar ratio of Na2O/Al2O3 and containing 46% Al2O3 were added with good mixing to a container. 235 ml of a 50% gluconic acid solution and 75 ml of a 50% Na2SiO3 solution were added to the ... Reaction SMILES: O=C(O)[C@@H]([C@H]([C@@H]([C@@H](CO)O)O)O)O.C(O)(=O)CC(CC(O)=O)(C(O)=O)O.[OH-].[Na+].O=[Al-:30]=O.[Na+].[OH:33][S:34]([OH:37])(=[O:36])=[O:35]>O>[S:34]([O-:37])([O-:36])(=[O:35])=[O:33].[Al+3:30].[S:34]([O-:37])([O-:36])(=[O:35])=[O:33].[S:34]([O-:37])([O-:36])(=[O:35])=[O:33].[Al+3:30] |f:2.3,4.5,8.9.10.11.12|. Reactants: O=C([C@H](O)[C@@H](O)[C@H](O)[C@H](O)CO)O (gluconic acid), polycarboxylic acid, Al2 (SO4)3, O=C([C@H](O)[C@@H](O)[C@H](O)[C@H](O)CO)O (gluconic acid), Na2SiO3, OS(=O)(=O)O (H2SO4), [OH-].[Na+] (NaOH), O=[Al-]=O.[Na+] (sodium aluminate), Na2O Al2O3, Al2O3, mono-carboxylic acid, C(CC(O)(C(=O)O)CC(=O)O)(=O)O (citric acid). Starting materials: Cl (hydrochloride), Cl.N[C@H](C(=O)NCCC(=O)OCC1=CC=CC=C1)CC1=CC=CC=C1 (3-[[(S)-2-Amino-1-oxo-3-phenylpropyl]amino]propanoic acid, phenylmethyl ester, hydrochloride), C([O-])(O)=O.[Na+] (sodium bicarbonate). Solvent: C(C)(=O)OCC (ethyl acetate). The product is N[C@H](C(=O)NCCC(=O)OCC1=CC=CC=C1)CC1=CC=CC=C1 (3-[[(S)-2-amino-1-oxo-3-phenylpropyl]amino]propanoic acid, phenylmethyl ester). RXN SMILES: Cl.Cl.[NH2:3][C@@H:4]([CH2:20][C:21]1[CH:26]=[CH:25][CH:24]=[CH:23][CH:22]=1)[C:5]([NH:7][CH2:8][CH2:9][C:10]([O:12][CH2:13][C:14]1[CH:19]=[CH:18][CH:17]=[CH:16][CH:15]=1)=[O:11])=[O:6].C(=O)(O)[O-].[Na+]>C(OCC)(=O)C>[NH2:3][C@@H:4]([CH2:20][C:21]1[CH:26]=[CH:25][CH:24]=[CH:23][CH:22]=1)[C:5]([NH:7][CH2:8][CH2:9][C:10]([O:12][CH2:13][C:14]1[CH:15]=[CH:16][CH:17]=[CH:18][CH:19]=1)=[O:11])=[O:6] |f:1.2,3.4|. Procedure: The hydrochloride product from part (b) (1.81 g., 5 mmole) is partitioned between ethyl acetate and 5% sodium bicarbonate (200 ml. each). The organic layer is washed with brine, dried (MgSO4), and concentrated in vacuo to yield 3-[[(S)-2-amino-1-oxo-3-phenylpropyl]amino]propanoic acid, phenylmethyl ester. Reactants: C(C)(C)(C)OC(NC=1C=NC=CC1)=O (pyridin-3-yl-carbamic acid tert-butyl ester), II (iodine), [NH4+].[Cl-] (NH4Cl), C(C)(C)(C)[Li] (tert-butyllithium). RXN SMILES: [C:1]([O:5][C:6](=[O:14])[NH:7][C:8]1[CH:9]=[N:10][CH:11]=[CH:12][CH:13]=1)([CH3:4])([CH3:3])[CH3:2].C([Li])(C)(C)C.[I:20]I.[NH4+].[Cl-]>C1COCC1.CCOC(C)=O>[C:1]([O:5][C:6](=[O:14])[NH:7][C:8]1[CH:9]=[N:10][CH:11]=[CH:12][C:13]=1[I:20])([CH3:4])([CH3:2])[CH3:3] |f:3.4|. Solvent: C1CCOC1 (THF), CCOC(=O)C (EtOAc), C1CCOC1 (THF). Run at temperature -75 celsius, time 3.75 hour. Procedure details: In heat-dried argon purged 4-neck flask was placed a solution of pyridin-3-yl-carbamic acid tert-butyl ester (10 g, 51.5 mmol, CAS RN 56700-70-0) in THF (100 mL). After cooling down to −75° C., tert-butyllithium (1.7M solution in n-pentane, 66.6 mL, 113 mmol) was added dropwise over 15 min keeping the temperature below −60° C. The resulting light brown suspension was stirred at −75° C. for 3.75 h. A solution of iodine (28.7 g, 113 mmol) in THF (50 mL) was added dropwise over 20 min. below −63° C... Product: C(C)(C)(C)OC(NC=1C=NC=CC1I)=O ((4-Iodo-pyridin-3-yl)-carbamic acid tert-butyl ester). The reactants are COCOCC=1C=CC(=NC1)CCOC1=CC=C(C=C1)[N+](=O)[O-] (5-methoxymethoxymethyl-2-[2-(4-nitrophenoxy)ethyl]pyridine), Cl (hydrochloric acid). Solvent: CO (methanol). The product is OCC=1C=CC(=NC1)CCOC1=CC=C(C=C1)[N+](=O)[O-] (5-hydroxymethyl-2-[2-(4-nitrophenoxy)ethyl]pyridine). Yield: 77.6%. As a reaction SMILES: COC[O:4][CH2:5][C:6]1[CH:7]=[CH:8][C:9]([CH2:12][CH2:13][O:14][C:15]2[CH:20]=[CH:19][C:18]([N+:21]([O-:23])=[O:22])=[CH:17][CH:16]=2)=[N:10][CH:11]=1.Cl>CO>[OH:4][CH2:5][C:6]1[CH:7]=[CH:8][C:9]([CH2:12][CH2:13][O:14][C:15]2[CH:20]=[CH:19][C:18]([N+:21]([O-:23])=[O:22])=[CH:17][CH:16]=2)=[N:10][CH:11]=1. Procedure details: A mixture of 5-methoxymethoxymethyl-2-[2-(4-nitrophenoxy)ethyl]pyridine (14.5 g), 2N hydrochloric acid (50 ml) and methanol (50 ml) was stirred under reflux for 2 hours. The reaction mixture was concentrated and the residue was neutralized with saturated aqueous solution of sodium bicarbonate and extracted with ethyl acetate. The ethyl acetate layer was washed with water, dried over magnesium sulfate and concentrated under reduced pressure to obtain 5-hydroxymethyl-2-[2-(4-nitrophenoxy)ethyl]pyr...